This data is from the Open Reaction Database (ORD), a public repository of structured organic reaction records. The task is: describe an organic reaction: reactants, conditions, products, and yield Reactants: C(=O)(O)[O-].[Na+] (NaHCO3), BrC=1C=C(C=NC1)CC(=O)N1CCOCC1 (4-[(5-bromopyridin-3-yl)acetyl]morpholine), solution, B (borane). The solvent is HCl, O (water), CCOC(=O)C (EtOAc), C1CCOC1 (THF), C1CCOC1 (THF). Run at temperature 55 celsius, time 8 hour. Product: BrC=1C=C(C=NC1)CCN1CCOCC1 (4-[2-(5-bromopyridin-3-yl)ethyl]morpholine). Yield: 53.0%. Reaction SMILES: [Br:1][C:2]1[CH:3]=[C:4]([CH2:8][C:9]([N:11]2[CH2:16][CH2:15][O:14][CH2:13][CH2:12]2)=O)[CH:5]=[N:6][CH:7]=1.B.C([O-])(O)=O.[Na+]>C1COCC1.O.CCOC(C)=O>[Br:1][C:2]1[CH:3]=[C:4]([CH2:8][CH2:9][N:11]2[CH2:16][CH2:15][O:14][CH2:13][CH2:12]2)[CH:5]=[N:6][CH:7]=1 |f:2.3|. Reported procedure: To a solution of 4-[(5-bromopyridin-3-yl)acetyl]morpholine (1.26 g, 4.40 mmol) in THF (15 mL) was added a 1M solution of borane in THF (23.2 mL, 23.2 mmol). The reaction mixture was allowed to stir at 55° C. overnight and then was allowed to cool to rt and then diluted with water (100 mL) and EtOAc (100 mL). The organic solution was separated and the aqueous solution was extracted with EtOAc (2×50 mL). The organic solutions were combined, dried over MgSO4, filtered and concentrated to give a yel...